describe an organic reaction: reactants, conditions, products, and yield From a dataset of the Open Reaction Database (ORD), a public repository of structured organic reaction records. Reactants: BrC=1C=C2C=C(C(=CC2=CC1)OC(C1=CC=CC=C1)=O)N1S(NC(C1)=O)(=O)=O (benzoic acid 6-bromo-3-(1,1,4-trioxo-1,2,5-thiadiazolidin-2-yl)-naphthalen-2-yl ester), CC(CO)(CC=C)C (2,2-dimethylpent-4-en-1-ol). Yields the product OCC(CCCC=1C=C2C=C(C(=CC2=CC1)OC(C1=CC=CC=C1)=O)N1S(NC(C1)=O)(=O)=O)(C)C (Benzoic acid 6-(5-hydroxy-4,4-dimethylpentyl)-3-(1,1,4-trioxo-1,2,5-thiadiazolidin-2-yl)-naphthalen-2-yl ester). Reaction SMILES: Br[C:2]1[CH:3]=[C:4]2[C:9](=[CH:10][CH:11]=1)[CH:8]=[C:7]([O:12][C:13](=[O:20])[C:14]1[CH:19]=[CH:18][CH:17]=[CH:16][CH:15]=1)[C:6]([N:21]1[CH2:25][C:24](=[O:26])[NH:23][S:22]1(=[O:28])=[O:27])=[CH:5]2.[CH3:29][C:30]([CH3:36])([CH2:33][CH:34]=[CH2:35])[CH2:31][OH:32]>>[OH:32][CH2:31][C:30]([CH3:36])([CH3:29])[CH2:33][CH2:34][CH2:35][C:2]1[CH:3]=[C:4]2[C:9](=[CH:10][CH:11]=1)[CH:8]=[C:7]([O:12][C:13](=[O:20])[C:14]1[CH:19]=[CH:18][CH:17]=[CH:16][CH:15]=1)[C:6]([N:21]1[CH2:25][C:24](=[O:26])[NH:23][S:22]1(=[O:27])=[O:28])=[CH:5]2. Procedure: The title compound is prepared analogously to Example 8, step A, from benzoic acid 6-bromo-3-(1,1,4-trioxo-1,2,5-thiadiazolidin-2-yl)-naphthalen-2-yl ester and 2,2-dimethylpent-4-en-1-ol: Retention time=1.30 min (Method A); (M−H)−=495. The reactants are O(C)C=1C=C(C=C(C1OC)OC)C=1C=CC(=NC1)N1CCN(CCC1)C1=NC=C(C=C1)C1=CC(=C(C(=C1)OC)OC)OC (1,4-bis[5-(3,4,5-trimethoxylphenyl)-2-pyridyl]hexahydro-1,4-diazepine), CS(=O)(=O)O (methanesulfonic acid). The solvent is C(C)O.C(Cl)(Cl)Cl (ethanol chloroform). Yields the product CS(=O)(=O)O.CS(=O)(=O)O.COC=1C=C(C=C(C1OC)OC)C=1C=CC(=NC1)N1CCN(CCC1)C1=NC=C(C=C1)C1=CC(=C(C(=C1)OC)OC)OC (1,4-Bis[5-(3,4,5-trimethoxyphenyl)-2-pyridyl]hexahydro-1,4-diazepine Dimethanesulfonate), powder. The yield is 92.0%. Reaction SMILES: [O:1]([C:3]1[CH:4]=[C:5]([C:13]2[CH:14]=[CH:15][C:16]([N:19]3[CH2:25][CH2:24][CH2:23][N:22]([C:26]4[CH:31]=[CH:30][C:29]([C:32]5[CH:37]=[C:36]([O:38][CH3:39])[C:35]([O:40][CH3:41])=[C:34]([O:42][CH3:43])[CH:33]=5)=[CH:28][N:27]=4)[CH2:21][CH2:20]3)=[N:17][CH:18]=2)[CH:6]=[C:7]([O:11][CH3:12])[C:8]=1[O:9][CH3:10])[CH3:2].[CH3:44][S:45]([OH:48])(=[O:47])=[O:46]>C(O)C.C(Cl)(Cl)Cl>[CH3:44][S:45]([OH:48])(=[O:47])=[O:46].[CH3:44][S:45]([OH:48])(=[O:47])=[O:46].[CH3:39][O:38][C:36]1[CH:37]=[C:32]([C:29]2[CH:30]=[CH:31][C:26]([N:22]3[CH2:23][CH2:24][CH2:25][N:19]([C:16]4[CH:15]=[CH:14][C:13]([C:5]5[CH:4]=[C:3]([O:1][CH3:2])[C:8]([O:9][CH3:10])=[C:7]([O:11][CH3:12])[CH:6]=5)=[CH:18][N:17]=4)[CH2:20][CH2:21]3)=[N:27][CH:28]=2)[CH:33]=[C:34]([O:42][CH3:43])[C:35]=1[O:40][CH3:41] |f:2.3,4.5.6|. Procedure details: To a solution of 1,4-bis[5-(3,4,5-trimethoxylphenyl)-2-pyridyl]hexahydro-1,4-diazepine (72.4 g, 0.120 mol) in ethanol-chloroform (1:3, 600 mL) was added methanesulfonic acid (24.9 g, 0.258 mol), and the reaction mixture was concentrated under reduced pressure. The residue was recrystallized from methanol-diethyl ether to yield the title compound as a slightly yellow crystalline powder (melting point: 204.0-206.0° C.) (88.2 g, yield: 92%). Starting materials: BrC1=CC=C(C(=O)N2CC(C2)NC(OC(C)(C)C)=O)C=C1 (tert-Butyl (1-(4-bromobenzoyl)azetidin-3-yl)carbamate), FC(C(=O)O)(F)F (trifluoroacetic acid). The solvent is C(Cl)Cl (CH2Cl2). Reaction conditions: time 2 hour. Yields the product NC1CN(C1)C(=O)C1=CC=C(C=C1)Br ((3-Aminoazetidin-1-yl)(4-bromophenyl)methanone). Yield: 98.0%. As a reaction SMILES: [Br:1][C:2]1[CH:21]=[CH:20][C:5]([C:6]([N:8]2[CH2:11][CH:10]([NH:12]C(=O)OC(C)(C)C)[CH2:9]2)=[O:7])=[CH:4][CH:3]=1.FC(F)(F)C(O)=O>C(Cl)Cl>[NH2:12][CH:10]1[CH2:11][N:8]([C:6]([C:5]2[CH:20]=[CH:21][C:2]([Br:1])=[CH:3][CH:4]=2)=[O:7])[CH2:9]1. Procedure details: To a solution of compound 16c (810 mg, 2.28 mmol) in CH2Cl2 (10 mL) was added trifluoroacetic acid (7 mL) at room temperature. The mixture was stirred at room temperature for 2 h. The resulting mixture was concentrated. To the residue was added CH2Cl2 and 1N aqueous NaOH solution until the pH of the aqueous layer was approximately 8. The organic phase was washed with brine, dried over anhydrous Na2SO4 and concentrated under reduced pressure to give compound 16d (570 mg). MS m/z (M+H+) 254, 256.